This data is from the Open Reaction Database (ORD), a public repository of structured organic reaction records. The task is: describe an organic reaction: reactants, conditions, products, and yield Starting materials: C(CCCCCCCCCCCCC)(=O)O (myristic acid), C([O-])([O-])=O.[K+].[K+] (potassium carbonate), C(C)[C@@H]1[C@@H]([C@]2(C)[C@@H](C1)[C@@H]1CCC3=CC(CC[C@@H]3[C@H]1CC2)=O)OC(CBr)=O (16β-ethyl-17β-bromoacetoxy-4-estren-3-one). Solvent: CC(=O)C (acetone). Yields the product C(C)[C@@H]1[C@@H]([C@]2(C)[C@@H](C1)[C@@H]1CCC3=CC(CC[C@@H]3[C@H]1CC2)=O)OC(COC(CCCCCCCCCCCCC)=O)=O (16β-Ethyl-17β-myristoyloxyacetoxy-4-estren-3-one). Isolated yield 63.9%. As a reaction SMILES: [C:1]([OH:16])(=[O:15])[CH2:2][CH2:3][CH2:4][CH2:5][CH2:6][CH2:7][CH2:8][CH2:9][CH2:10][CH2:11][CH2:12][CH2:13][CH3:14].C(=O)([O-])[O-].[K+].[K+].[CH2:23]([C@H:25]1[CH2:30][C@H:29]2[C@H:31]3[C@H:40]([CH2:41][CH2:42][C@:27]2([CH3:28])[C@H:26]1[O:44][C:45](=[O:48])[CH2:46]Br)[C@@H:39]1[C:34](=[CH:35][C:36](=[O:43])[CH2:37][CH2:38]1)[CH2:33][CH2:32]3)[CH3:24]>CC(C)=O>[CH2:23]([C@H:25]1[CH2:30][C@H:29]2[C@H:31]3[C@H:40]([CH2:41][CH2:42][C@:27]2([CH3:28])[C@H:26]1[O:44][C:45](=[O:48])[CH2:46][O:15][C:1](=[O:16])[CH2:2][CH2:3][CH2:4][CH2:5][CH2:6][CH2:7][CH2:8][CH2:9][CH2:10][CH2:11][CH2:12][CH2:13][CH3:14])[C@@H:39]1[C:34](=[CH:35][C:36](=[O:43])[CH2:37][CH2:38]1)[CH2:33][CH2:32]3)[CH3:24] |f:1.2.3|. Procedure: To 100 ml of 30% aqueous acetone are added 1.0 g of myristic acid and 0.8 g of potassium carbonate, followed by addition of 1.16 g of 16β-ethyl-17β-bromoacetoxy-4-estren-3-one. The mixture is refluxed for 5 hours. After cooling, the reaction mixture is extracted with 150 ml of ethyl acetate. The organic layer is separated, washed with water and saturated aqueous sodium chloride solution and dried over anhydrous sodium sulfate. The solvent is then distilled off under reduced pressure and the resi...